The task is: describe an organic reaction: reactants, conditions, products, and yield. This data is from the Open Reaction Database (ORD), a public repository of structured organic reaction records. The reactants are Cl (hydrochloric acid), BrC1(N)CC(=CC=C1C)OC(F)F (1-Bromo-3-difluoromethoxy-6-methylaniline), C(CN)N (ethylenediamine), [Cu]C#N (copper(I) cyanide). Solvent: CN(C)C=O (DMF), CN(C)C=O (DMF), O (water). Reaction conditions: temperature 150 celsius, time 8 hour. Product: C(#N)C1(N)CC(=CC=C1C)OC(F)F (1-cyano-3-difluoromethoxy-6-methylaniline). Reaction SMILES: Br[C:2]1([C:8]([CH3:9])=[CH:7][CH:6]=[C:5]([O:10][CH:11]([F:13])[F:12])[CH2:4]1)[NH2:3].[Cu][C:15]#[N:16].C(N)CN.Cl>CN(C=O)C.O>[C:15]([C:2]1([C:8]([CH3:9])=[CH:7][CH:6]=[C:5]([O:10][CH:11]([F:13])[F:12])[CH2:4]1)[NH2:3])#[N:16]. Reported procedure: 1-Bromo-3-difluoromethoxy-6-methylaniline (1.70 g, 6.74 mmol) is initially charged in 7 ml of DMF, and copper(I) cyanide (0.79 g, 8.76 mmol) is added. The reaction is stirred at 150° C. overnight. After cooling to room temperature, the DMF is removed under reduced pressure and 15 ml of water and ethylenediamine (3.6 ml, 53.9 mmol) are added to the residue. The mixture is then stirred at room temperature for 1 hour. The reaction mixture is then acidified to pH=5 using hydrochloric acid, and the a... Starting materials: C(C)(C)(C)OC(=O)N1C[C@H]2[C@@H](C1)CN(C2)C=2C=NC=C(C(=O)O)C2 (5-((3aR,6aS)-5-(tert-butoxycarbonyl)hexahydropyrrolo[3,4-c]pyrrol-2(1H)-yl)nicotinic Acid), COC1=C(CN)C=CC=C1 (2-methoxybenzylamine). Yields the product COC1=C(CNC(=O)C=2C=C(C=NC2)N2C[C@@H]3[C@H](C2)CN(C3)C(=O)OC(C)(C)C)C=CC=C1 ((3aR,6aS)-tert-butyl 5-(5-(2-methoxybenzylcarbamoyl)pyridin-3-yl)hexahydropyrrolo[3,4-c]pyrrole-2(1H)-carboxylate). Reaction SMILES: [C:1]([O:5][C:6]([N:8]1[CH2:12][C@H:11]2[CH2:13][N:14]([C:16]3[CH:17]=[N:18][CH:19]=[C:20]([CH:24]=3)[C:21](O)=[O:22])[CH2:15][C@H:10]2[CH2:9]1)=[O:7])([CH3:4])([CH3:3])[CH3:2].[CH3:25][O:26][C:27]1[CH:34]=[CH:33][CH:32]=[CH:31][C:28]=1[CH2:29][NH2:30]>>[CH3:25][O:26][C:27]1[CH:34]=[CH:33][CH:32]=[CH:31][C:28]=1[CH2:29][NH:30][C:21]([C:20]1[CH:24]=[C:16]([N:14]2[CH2:13][C@@H:11]3[CH2:12][N:8]([C:6]([O:5][C:1]([CH3:3])([CH3:4])[CH3:2])=[O:7])[CH2:9][C@@H:10]3[CH2:15]2)[CH:17]=[N:18][CH:19]=1)=[O:22]. Procedure details: The product from Example 33B and 2-methoxybenzylamine were processed as described in Example 33C to provide the title compound. MS (APCI) m/z 453 (M+H)+. Starting materials: CCN(C(C)C)C(C)C (DIEA), Cl.BrC=1C=C(CN)C=CC1 (3-Bromo-benzylamine hydrochloride), C1(CC1)C(=O)Cl (cyclopropanecarbonyl chloride). Solvent: ClCCl (dichloromethane). Conditions: temperature 0 celsius, time 5 minute. The product is BrC=1C=C(CNC(=O)C2CC2)C=CC1 (Cyclopropanecarboxylic acid 3-bromo-benzylamide). RXN SMILES: Cl.[Br:2][C:3]1[CH:4]=[C:5]([CH:8]=[CH:9][CH:10]=1)[CH2:6][NH2:7].CCN(C(C)C)C(C)C.[CH:20]1([C:23](Cl)=[O:24])[CH2:22][CH2:21]1>ClCCl>[Br:2][C:3]1[CH:4]=[C:5]([CH:8]=[CH:9][CH:10]=1)[CH2:6][NH:7][C:23]([CH:20]1[CH2:22][CH2:21]1)=[O:24] |f:0.1|. Procedure: 3-Bromo-benzylamine hydrochloride (437.3 mg, 2.0 mmol) was dissolved in dichloromethane (15 mL), and the solution was cooled to 0° C. DIEA (688.0 μL, 3.9 mmol) was then added, and the reaction was stirred at 0° C. for 5 minutes. Then cyclopropanecarbonyl chloride (180.0 μL, 2.3 mmol) was added, and the reaction was stirred at 0° C. for 20 minutes. The reaction was quenched with distilled water, and the solvents were removed. The resulting mixture was redissolved in DMF (10 mL) and purified by re... Starting materials: CCN(C(C)C)C(C)C, O=S(=O)(Cl)c1ccccc1Cl, ClCCl, Cl, O=C(CC(=O)N1CCNCC1)Nc1ccc(-c2ccccc2)cc1. Product: O=C(CC(=O)N1CCN(S(=O)(=O)c2ccccc2Cl)CC1)Nc1ccc(-c2ccccc2)cc1. RXN SMILES: [CH:37]([N:38]([CH2:39][CH3:40])[CH:41]([CH3:42])[CH3:43])([CH3:44])[CH3:45].[Cl:1][c:2]1[c:3]([S:8](=[O:9])(=[O:10])[Cl:11])[cH:4][cH:5][cH:6][cH:7]1.[Cl:46][CH2:47][Cl:48].[ClH:12].[c:13]1(-[c:31]2[cH:32][cH:33][cH:34][cH:35][cH:36]2)[cH:14][cH:15][c:16]([NH:19][C:20]([CH2:21][C:22]([N:23]2[CH2:24][CH2:25][NH:26][CH2:27][CH2:28]2)=[O:29])=[O:30])[cH:17][cH:18]1>>[Cl:1][c:2]1[c:3]([S:8](=[O:9])(=[O:10])[N:26]2[CH2:25][CH2:24][N:23]([C:22]([CH2:21][C:20]([NH:19][c:16]3[cH:15][cH:14][c:13](-[c:31]4[cH:32][cH:33][cH:34][cH:35][cH:36]4)[cH:18][cH:17]3)=[O:30])=[O:29])[CH2:28][CH2:27]2)[cH:4][cH:5][cH:6][cH:7]1.